From a dataset of the Open Reaction Database (ORD), a public repository of structured organic reaction records. describe an organic reaction: reactants, conditions, products, and yield Starting materials: CC1(CCC(CC1)C(F)(F)F)C(=O)[O-] (1-methyl-4-(trifluoromethyl)cyclohexanecarboxylate), [BH4-].[Li+] (lithium borohydride), CO (methanol). Conditions: temperature 0 celsius, time 15 minute. Yields the product CC1(CCC(CC1)C(F)(F)F)CO ((1-methyl-4-(trifluoromethyl)cyclohexyl)methanol). The yield is 70.7%. As a reaction SMILES: [CH3:1][C:2]1([C:12]([O-])=[O:13])[CH2:7][CH2:6][CH:5]([C:8]([F:11])([F:10])[F:9])[CH2:4][CH2:3]1.[BH4-].[Li+].CO>>[CH3:1][C:2]1([CH2:12][OH:13])[CH2:7][CH2:6][CH:5]([C:8]([F:9])([F:10])[F:11])[CH2:4][CH2:3]1 |f:1.2|. Procedure: To a solution of 1-methyl-4-(trifluoromethyl)cyclohexanecarboxylate (11.0 g, 49.00 mmol) in tetrahydrafuran (600 mL) was slowly added lithium borohydride solution (4.0 M in tetrahydrofuran, 37.0 mL, 147.00 mmol) and methanol (6.0 mL, 147.00 mmol) at 0° C. After stirring at 0° C. for 15 minutes, the reaction mixture was stirred at ambient temperature for 16 hours. The reaction mixture was cooled to 0° C. and quenched with 25% aqueous ammonium chloride solution (100 mL), and extracted with ethyl a... The reactants are 10.50, CS(=O)(=O)OC[C@@H]1CN(CCC1)C(=O)OC(C)(C)C ({(3S)-1-(tert-butoxycarbonyl)-3-piperidyl}methyl methanesulfonate), [N-]=[N+]=[N-].[Na+] (sodium azide). Solvent: C(C)(=O)OCC (ethyl acetate), CN(C=O)C (N,N-dimethylformamide). Run at temperature 80 celsius, time 4 hour. Yields the product N(=[N+]=[N-])C[C@@H]1CN(CCC1)C(=O)OC(C)(C)C ((3S)-3-azidomethyl-1-(tert-butoxycarbonyl)piperidine). As a reaction SMILES: CS(O[CH2:6][C@H:7]1[CH2:12][CH2:11][CH2:10][N:9]([C:13]([O:15][C:16]([CH3:19])([CH3:18])[CH3:17])=[O:14])[CH2:8]1)(=O)=O.[N-:20]=[N+:21]=[N-:22].[Na+]>CN(C)C=O.C(OCC)(=O)C>[N:20]([CH2:6][C@H:7]1[CH2:12][CH2:11][CH2:10][N:9]([C:13]([O:15][C:16]([CH3:19])([CH3:18])[CH3:17])=[O:14])[CH2:8]1)=[N+:21]=[N-:22] |f:1.2|. Procedure details: To a solution of 10.50 of {(3S)-1-(tert-butoxycarbonyl)-3-piperidyl}methyl methanesulfonate in 100 ml of N,N-dimethylformamide, 4.9 g of sodium azide was added at room temperature, followed by 4 hours' stirring at 80° C. under heating. The reaction liquid was diluted with ethyl acetate, washed successively with water and saturated brine, and dried over anhydrous magnesium sulfate. The solvent was distilled off under reduced pressure, and resulting residue was purified by means of silica gel colu... Starting materials: CC1=C(C=CC(=C1)C)NCC(C)C ((2,4-dimethylphenyl)(2-methylpropyl)amine), C(=O)C1=CC=C(C=C1)S(=O)(=O)Cl (4-formylbenzene-1-sulfonyl chloride). Solvent: N1=CC=CC=C1 (pyridine). Run at temperature 20 celsius, time 30 minute. Yields the product CC1=C(C=CC(=C1)C)N(S(=O)(=O)C1=CC=C(C=C1)C=O)CC(C)C (N-(2,4-dimethylphenyl)-4-formyl-N-isobutylbenzenesulfonamide). RXN SMILES: [CH3:1][C:2]1[CH:7]=[C:6]([CH3:8])[CH:5]=[CH:4][C:3]=1[NH:9][CH2:10][CH:11]([CH3:13])[CH3:12].[CH:14]([C:16]1[CH:21]=[CH:20][C:19]([S:22](Cl)(=[O:24])=[O:23])=[CH:18][CH:17]=1)=[O:15]>N1C=CC=CC=1>[CH3:1][C:2]1[CH:7]=[C:6]([CH3:8])[CH:5]=[CH:4][C:3]=1[N:9]([CH2:10][CH:11]([CH3:13])[CH3:12])[S:22]([C:19]1[CH:18]=[CH:17][C:16]([CH:14]=[O:15])=[CH:21][CH:20]=1)(=[O:24])=[O:23]. Procedure details: To a solution of (2,4-dimethylphenyl)(2-methylpropyl)amine (400 mg, 2.256 mmol) in pyridine (5 mL) stirred in air at room temperature was added 4-formylbenzene-1-sulfonyl chloride (760 mg, 3.71 mmol) in one charge. The reaction mixture was stirred at 20° C. for 30 minutes and then stood for 6 hours. The solvent was evaporated in vacuo (Vaportec V10) to give the crude product. The crude was purified by silica (Si) chromatography (0-25% ethyl acetate-cyclohexane). The appropriate fractions were co... Reactants: Hexamethylentetramine, BrC1=C(OC2=CC(=C(C=C2)O)C(C)C)C(=CC(=C1C)[N+](=O)[O-])Br (4-(2,6-dibromo-3-methyl-4-nitrophenoxy)-2-isopropylphenol), 8C, C(=O)(C(F)(F)F)O (TFA). Run in Cl (HCl). Run at temperature 95 celsius, time 16 hour. Yields the product BrC1=C(OC=2C=C(C(=C(C=O)C2)O)C(C)C)C(=CC(=C1C)[N+](=O)[O-])Br (5-(2,6-dibromo-3-methyl-4-nitrophenoxy)-2-hydroxy-3-isopropylbenzaldehyde). Yield: 79.0%. RXN SMILES: [Br:1][C:2]1[C:18]([CH3:19])=[C:17]([N+:20]([O-:22])=[O:21])[CH:16]=[C:15]([Br:23])[C:3]=1[O:4][C:5]1[CH:10]=[CH:9][C:8]([OH:11])=[C:7]([CH:12]([CH3:14])[CH3:13])[CH:6]=1.[C:24](O)(C(F)(F)F)=[O:25]>Cl>[Br:1][C:2]1[C:18]([CH3:19])=[C:17]([N+:20]([O-:22])=[O:21])[CH:16]=[C:15]([Br:23])[C:3]=1[O:4][C:5]1[CH:6]=[C:7]([CH:12]([CH3:14])[CH3:13])[C:8]([OH:11])=[C:9]([CH:10]=1)[CH:24]=[O:25]. Procedure details: Hexamethylentetramine (197 mg, 1.4 mmol) was added to a solution of compound 4-(2,6-dibromo-3-methyl-4-nitrophenoxy)-2-isopropylphenol of Part 8C (250 mg, 0.56 mmol) and TFA (5 mL). The resulting reaction mixture was stirred for 16 hours at 95° C. The reaction mixture was cooled to room temperature and 1N HCl (10 mL) was added. After another hour of stirring, the reaction mixture was extracted with EtOAc (3×30 mL), the combined organic phases washed by 1N HCl (15 mL), H2O (20 mL) and brine (20 m... Starting materials: CCOCCO, COc1ccc2ncc(C#N)c(Cl)c2c1, Cl, Cc1ccc(N)cc1O, [Na+], [Na+], O=C([O-])[O-], O, c1ccncc1. Yields the product COc1ccc2ncc(C#N)c(Nc3ccc(C)c(O)c3)c2c1. Reaction SMILES: [CH3:38][CH2:39][O:40][CH2:41][CH2:42][OH:43].[Cl:1][c:2]1[c:3]([C:14]#[N:15])[cH:4][n:5][c:6]2[cH:7][cH:8][c:9]([O:12][CH3:13])[cH:10][c:11]12.[ClH:25].[NH2:16][c:17]1[cH:18][cH:19][c:20]([CH3:24])[c:21]([OH:23])[cH:22]1.[Na+:32].[Na+:33].[O-:34][C:35](=[O:36])[O-:37].[OH2:44].[n:26]1[cH:27][cH:28][cH:29][cH:30][cH:31]1>>[c:2]1([NH:16][c:17]2[cH:18][cH:19][c:20]([CH3:24])[c:21]([OH:23])[cH:22]2)[c:3]([C:14]#[N:15])[cH:4][n:5][c:6]2[cH:7][cH:8][c:9]([O:12][CH3:13])[cH:10][c:11]12.